Dataset: the Open Reaction Database (ORD), a public repository of structured organic reaction records. Task: describe an organic reaction: reactants, conditions, products, and yield Reactants: OC=1C=C(C(=O)O)C=CC1C (3-hydroxy-4-methylbenzoic acid), C(=O)([O-])[O-].[K+].[K+] (K2CO3), CI (MeI), CN(C)C=O (DMF). Run in O (water). Yields the product COC=1C=C(C(=O)OC)C=CC1C (methyl 3-methoxy-4-methylbenzoate). Reaction SMILES: [OH:1][C:2]1[CH:3]=[C:4]([CH:8]=[CH:9][C:10]=1[CH3:11])[C:5](O)=[O:6].[C:12]([O-])([O-])=O.[K+].[K+].CI.CN([CH:23]=[O:24])C>O>[CH3:12][O:1][C:2]1[CH:3]=[C:4]([CH:8]=[CH:9][C:10]=1[CH3:11])[C:5]([O:24][CH3:23])=[O:6] |f:1.2.3|. Reported procedure: A mixture of 30 g (0.20 mol) of 3-hydroxy-4-methylbenzoic acid, 68.1 g (0.49 mol) of K2CO3, and 123 mL (1.98 mol) of MeI in 250 mL of DMF was heated at reflux for 19 h. After cooling to room temperature, the reaction mixture was diluted with 500 mL of water and extracted with Et2O (2×300 mL). The organic phase was washed with water and brine, dried (MgSO4), and concentrated to 37 g of orange oil: TLC (5% Et2O/hexane) Rf 0.13 (3-hydroxy-4-methylbenzoic acid), 0.63 (methyl 3-methoxy-4-methylbenzoa...